Dataset: the Open Reaction Database (ORD), a public repository of structured organic reaction records. Task: describe an organic reaction: reactants, conditions, products, and yield The reactants are C(C1=CC=CC=C1)OC([C@@H](NC([C@@H](NC([C@@H](NC([C@@H](NC(=O)OCC1C2=CC=CC=C2C=2C=CC=CC12)CCC(OC(C)(C)C)=O)=O)CC1=C(C=CC=C1)C)=O)C(C)(C)C)=O)CC(C)C)=O (N-[N-[N-[N-[(9-fluorenyl)methoxycarbonyl]-O-tert-butyl-L-a-glutamyl]-2-methyl-L-phenylalanyl]-3-methyl-L-valyl]-L-leucine benzyl ester). The solvent is N1CCCCC1 (piperidine), ClCCl (dichloromethane). Yields the product C(C1=CC=CC=C1)OC([C@@H](NC([C@@H](NC([C@@H](NC([C@@H](N)CCC(OC(C)(C)C)=O)=O)CC1=C(C=CC=C1)C)=O)C(C)(C)C)=O)CC(C)C)=O (N-[N-[N-[O-tert-butyl-L-α-glutamyl]-2-methyl-L-phenylalanyl]-3-methyl-L-valyl]-L-leucine benzyl ester). RXN SMILES: [CH2:1]([O:8][C:9](=[O:66])[C@H:10]([CH2:62][CH:63]([CH3:65])[CH3:64])[NH:11][C:12](=[O:61])[C@H:13]([C:57]([CH3:60])([CH3:59])[CH3:58])[NH:14][C:15](=[O:56])[C@H:16]([CH2:48][C:49]1[CH:54]=[CH:53][CH:52]=[CH:51][C:50]=1[CH3:55])[NH:17][C:18](=[O:47])[C@H:19]([CH2:38][CH2:39][C:40](=[O:46])[O:41][C:42]([CH3:45])([CH3:44])[CH3:43])[NH:20]C(OCC1C2C=CC=CC=2C2C1=CC=CC=2)=O)[C:2]1[CH:7]=[CH:6][CH:5]=[CH:4][CH:3]=1>N1CCCCC1.ClCCl>[CH2:1]([O:8][C:9](=[O:66])[C@H:10]([CH2:62][CH:63]([CH3:64])[CH3:65])[NH:11][C:12](=[O:61])[C@H:13]([C:57]([CH3:59])([CH3:58])[CH3:60])[NH:14][C:15](=[O:56])[C@H:16]([CH2:48][C:49]1[CH:54]=[CH:53][CH:52]=[CH:51][C:50]=1[CH3:55])[NH:17][C:18](=[O:47])[C@H:19]([CH2:38][CH2:39][C:40](=[O:46])[O:41][C:42]([CH3:45])([CH3:44])[CH3:43])[NH2:20])[C:2]1[CH:7]=[CH:6][CH:5]=[CH:4][CH:3]=1. Procedure details: A solution of 10.89 g (12.07 mmol) of N-[N-[N-[N-[(9-fluorenyl)methoxycarbonyl]-O-tert-butyl-L-a-glutamyl]-2-methyl-L-phenylalanyl]-3-methyl-L-valyl]-L-leucine benzyl ester in 30 ml of piperidine and 120 ml of dichloromethane was stirred for 30 minutes at room temperature. The solvent was removed by evaporation and the residue was chromatographed on silica gel using firstly 20% ethyl acetate in hexane and then 10% methanol in dichloromethane for the elution. Evaporation gave N-[N-[N-[O-tert-buty... Reactants: C1CCOC1, COCC1CN(C(Cc2ccc3ccccc3c2)C(=O)OC)CCN1C(=O)C(Cc1ccc(F)cc1)NC(=O)OC(C)(C)C, Cl, [Li+], [OH-], O. Product: COCC1CN(C(Cc2ccc3ccccc3c2)C(=O)O)CCN1C(=O)C(Cc1ccc(F)cc1)NC(=O)OC(C)(C)C. As a reaction SMILES: [CH2:48]1[O:49][CH2:50][CH2:51][CH2:52]1.[CH3:3][O:4][C:5]([CH:6]([CH2:7][c:8]1[cH:9][c:10]2[cH:11][cH:12][cH:13][cH:14][c:15]2[cH:16][cH:17]1)[N:18]1[CH2:19][CH:20]([CH2:43][O:44][CH3:45])[N:21]([C:24]([CH:25]([CH2:26][c:27]2[cH:28][cH:29][c:30]([F:33])[cH:31][cH:32]2)[NH:34][C:35](=[O:36])[O:37][C:38]([CH3:39])([CH3:40])[CH3:41])=[O:42])[CH2:22][CH2:23]1)=[O:46].[ClH:47].[Li+:2].[OH-:1].[OH2:53]>>[O:4]=[C:5]([CH:6]([CH2:7][c:8]1[cH:9][c:10]2[cH:11][cH:12][cH:13][cH:14][c:15]2[cH:16][cH:17]1)[N:18]1[CH2:19][CH:20]([CH2:43][O:44][CH3:45])[N:21]([C:24]([CH:25]([CH2:26][c:27]2[cH:28][cH:29][c:30]([F:33])[cH:31][cH:32]2)[NH:34][C:35](=[O:36])[O:37][C:38]([CH3:39])([CH3:40])[CH3:41])=[O:42])[CH2:22][CH2:23]1)[OH:46]. Starting materials: C(C)(C)(C)OC(=O)N1CCC(CC1)NC1=NC(=NC(=N1)OC)OC (4-(4,6-dimethoxy-[1,3,5]triazin-2-ylamino)-piperidine-1-carboxylic acid tert-butyl ester), Cl (HCl). Run in O1CCOCC1 (dioxane). Product: Cl.Cl.COC1=NC(=NC(=N1)OC)NC1CCNCC1 ((4,6-Dimethoxy-[1,3,5]triazin-2-yl)-piperidin-4-yl-amine dihydrochloride). As a reaction SMILES: C(OC([N:8]1[CH2:13][CH2:12][CH:11]([NH:14][C:15]2[N:20]=[C:19]([O:21][CH3:22])[N:18]=[C:17]([O:23][CH3:24])[N:16]=2)[CH2:10][CH2:9]1)=O)(C)(C)C.[ClH:25]>O1CCOCC1>[ClH:25].[ClH:25].[CH3:22][O:21][C:19]1[N:18]=[C:17]([O:23][CH3:24])[N:16]=[C:15]([NH:14][CH:11]2[CH2:12][CH2:13][NH:8][CH2:9][CH2:10]2)[N:20]=1 |f:3.4.5|. Procedure details: A solution of 4-(4,6-dimethoxy-[1,3,5]triazin-2-ylamino)-piperidine-1-carboxylic acid tert-butyl ester (2.60 g, 7.66 mmol) in 4 M HCl in dioxane (100 mL) was stirred at 0° C. for 1 h. The solvent was removed under reduced pressure and the crude product used in the consecutive step without further purification assuming quantitative deprotection and formation of the dihydrochloride salt. MS (ISP): 240.4 [M+H]+.